Dataset: the Open Reaction Database (ORD), a public repository of structured organic reaction records. Task: describe an organic reaction: reactants, conditions, products, and yield The reactants are O=C([O-])[O-], COC(=O)c1ccccc1Br, Cc1ccccc1, Nc1ccc(CCCc2ccc(Cl)c(Cl)c2)cc1, [Cs+], [Cs+]. Yields the product COC(=O)c1ccccc1Nc1ccc(CCCc2ccc(Cl)c(Cl)c2)cc1. Reaction SMILES: [C:30](=[O:31])([O-:32])[O-:33].[CH3:19][O:20][C:21]([c:22]1[c:23]([Br:28])[cH:24][cH:25][cH:26][cH:27]1)=[O:29].[CH3:36][c:37]1[cH:38][cH:39][cH:40][cH:41][cH:42]1.[Cl:1][c:2]1[cH:3][c:4]([CH2:9][CH2:10][CH2:11][c:12]2[cH:13][cH:14][c:15]([NH2:18])[cH:16][cH:17]2)[cH:5][cH:6][c:7]1[Cl:8].[Cs+:34].[Cs+:35]>>[Cl:1][c:2]1[cH:3][c:4]([CH2:9][CH2:10][CH2:11][c:12]2[cH:13][cH:14][c:15]([NH:18][c:23]3[c:22]([C:21]([O:20][CH3:19])=[O:29])[cH:27][cH:26][cH:25][cH:24]3)[cH:16][cH:17]2)[cH:5][cH:6][c:7]1[Cl:8]. The product is O=C1CCc2c(ccc3ccc(O)cc23)O1. The reactants are COc1ccc2ccc3c(c2c1)CCC(=O)O3, Cc1ccccc1, CCOC(C)=O, Cl, O, O, Cc1ccc(S(=O)(=O)O)cc1, c1ccncc1. RXN SMILES: [CH3:1][O:2][c:3]1[cH:4][cH:5][c:6]2[cH:7][cH:8][c:9]3[c:14]([c:15]2[cH:16]1)[CH2:13][CH2:12][C:11](=[O:17])[O:10]3.[CH3:38][c:39]1[cH:40][cH:41][cH:42][cH:43][cH:44]1.[CH3:45][CH2:46][O:47][C:48](=[O:49])[CH3:50].[ClH:18].[OH2:25].[OH2:26].[c:27]1([CH3:28])[cH:29][cH:30][c:31]([S:32]([OH:33])(=[O:34])=[O:35])[cH:36][cH:37]1.[n:19]1[cH:20][cH:21][cH:22][cH:23][cH:24]1>>[OH:2][c:3]1[cH:4][cH:5][c:6]2[cH:7][cH:8][c:9]3[c:14]([c:15]2[cH:16]1)[CH2:13][CH2:12][C:11](=[O:17])[O:10]3. Reactants: Br, COc1nc(N)ncc1-c1ccc2c(c1)nc(-c1ccccc1-n1cncn1)n2C(C)(C)C, C1CCOC1. Yields the product CC(C)(C)n1c(-c2ccccc2-n2cncn2)nc2cc(-c3cnc(N)[nH]c3=O)ccc21. Reaction SMILES: [BrH:39].[C:1]([CH3:2])([CH3:3])([CH3:4])[n:5]1[c:6](-[c:23]2[c:24](-[n:29]3[n:30][cH:31][n:32][cH:33]3)[cH:25][cH:26][cH:27][cH:28]2)[n:7][c:8]2[c:9]1[cH:10][cH:11][c:12](-[c:14]1[c:15]([O:21][CH3:22])[n:16][c:17]([NH2:20])[n:18][cH:19]1)[cH:13]2.[CH2:34]1[O:35][CH2:36][CH2:37][CH2:38]1>>[C:1]([CH3:2])([CH3:3])([CH3:4])[n:5]1[c:6](-[c:23]2[c:24](-[n:29]3[n:30][cH:31][n:32][cH:33]3)[cH:25][cH:26][cH:27][cH:28]2)[n:7][c:8]2[c:9]1[cH:10][cH:11][c:12](-[c:14]1[c:15](=[O:21])[nH:16][c:17]([NH2:20])[n:18][cH:19]1)[cH:13]2. Reactants: C1(CC1)C1=NC=2N(C(NC(C2N1)=S)=S)CC (8-cyclopropyl-3-ethyl-2,6-dithioxanthine), C(C)N (ethylamine), C (charcoal). Run in O (water). Conditions: temperature 150 celsius. The product is C1(CC1)C1=NC=2N(C(N=C(C2N1)NCC)=S)CC (8-Cyclopropyl-3-ethyl-6-ethylamino-3,7-dihydro-2H-purine-2-thione). As a reaction SMILES: [CH:1]1([C:4]2[NH:12][C:11]3[C:10](=S)[NH:9][C:8](=[S:14])[N:7]([CH2:15][CH3:16])[C:6]=3[N:5]=2)[CH2:3][CH2:2]1.[CH2:17]([NH2:19])[CH3:18].C>O>[CH:1]1([C:4]2[NH:12][C:11]3[C:10]([NH:19][CH2:17][CH3:18])=[N:9][C:8](=[S:14])[N:7]([CH2:15][CH3:16])[C:6]=3[N:5]=2)[CH2:3][CH2:2]1. Procedure: 8-cyclopropyl-3-ethyl-2,6-dithioxanthine (20.19 g) prepared according to the method of example 2(i), and 70% ethylamine in water (320 ml 4.0M) were placed in a 450 ml pressure reactor and heated to 150° C. for 6 hours. The reaction solution was cooled to room temperature, treated with 2 portions of charcoal (0.2 g) filtered, and evaporated to dryness. The residue was triturated in menthol (300 ml), concentrated to about 200 ml, and the solid collected (16.48 g), mp 265° with decomposition. Reactants: C(=O)NC=1SC=C(N1)C(C(=O)O)=NOCC(=O)OCC (2-(2-Formamidothiazol-4-yl)-2-ethoxycarbonylmethoxyiminoacetic acid), NC1[C@@H]2N(C(=CCS2)C(=O)OCC2=CC=C(C=C2)[N+](=O)[O-])C1=O (4-nitrobenzyl 7-amino-3-cephem-4-carboxylate), CN(C=O)C (N,N-dimethylformamide), P(=O)(Cl)(Cl)Cl (phosphoryl chloride). Run in O (water), CC(=O)C (acetone), O1CCCC1 (tetrahydrofuran). Yields the product C(=O)NC=1SC=C(N1)C(C(=O)NC1[C@@H]2N(C(=CCS2)C(=O)OCC2=CC=C(C=C2)[N+](=O)[O-])C1=O)=NOCC(=O)OCC (4-nitrobenzyl 7-[2-(2-formamidothiazol-4-yl)-2-ethoxycarbonylmethoxyiminoacetamido]-3-cephem-4-carboxylate). Isolated yield 90.9%. Reaction SMILES: [CH:1]([NH:3][C:4]1[S:5][CH:6]=[C:7]([C:9](=[N:13][O:14][CH2:15][C:16]([O:18][CH2:19][CH3:20])=[O:17])[C:10]([OH:12])=O)[N:8]=1)=[O:2].[NH2:21][CH:22]1[C:42](=[O:43])[N:24]2[C:25]([C:29]([O:31][CH2:32][C:33]3[CH:38]=[CH:37][C:36]([N+:39]([O-:41])=[O:40])=[CH:35][CH:34]=3)=[O:30])=[CH:26][CH2:27][S:28][C@H:23]12.CN(C)C=O.P(Cl)(Cl)(Cl)=O>O.CC(C)=O.O1CCCC1>[CH:1]([NH:3][C:4]1[S:5][CH:6]=[C:7]([C:9](=[N:13][O:14][CH2:15][C:16]([O:18][CH2:19][CH3:20])=[O:17])[C:10]([NH:21][CH:22]2[C:42](=[O:43])[N:24]3[C:25]([C:29]([O:31][CH2:32][C:33]4[CH:34]=[CH:35][C:36]([N+:39]([O-:41])=[O:40])=[CH:37][CH:38]=4)=[O:30])=[CH:26][CH2:27][S:28][C@H:23]23)=[O:12])[N:8]=1)=[O:2]. Procedure details: 2-(2-Formamidothiazol-4-yl)-2-ethoxycarbonylmethoxyiminoacetic acid (syn isomer, 1.35 g.), 4-nitrobenzyl 7-amino-3-cephem-4-carboxylate (1.54 g.), N,N-dimethylformamide (393 mg.), phosphoryl chloride (825 mg.), tetrahydrofuran (21.2 ml.), acetone (3.9 ml.) and water (3.9 ml.) were treated in a similar manner to that of Example 15-(1) to give 4-nitrobenzyl 7-[2-(2-formamidothiazol-4-yl)-2-ethoxycarbonylmethoxyiminoacetamido]-3-cephem-4-carboxylate (syn isomer, 2.52 g.).